Dataset: the Open Reaction Database (ORD), a public repository of structured organic reaction records. Task: describe an organic reaction: reactants, conditions, products, and yield The reactants are [Cl-].[Na+] (sodium chloride), C(C)(=O)O (acetic acid), [O-]C#N.[K+] (potassium cyanate), NC(C(=O)O)C1=CC=C(C=C1)O (α-amino-4-hydroxybenzeneacetic acid). The solvent is O (water). Reaction conditions: time 30 minute. Product: NC(=O)NC(C(=O)O)C1=CC=C(C=C1)O (α-(aminocarbonyl)amino-4-hydroxybenzeneacetic acid). Reaction SMILES: [NH2:1][CH:2]([C:6]1[CH:11]=[CH:10][C:9]([OH:12])=[CH:8][CH:7]=1)[C:3]([OH:5])=[O:4].C(O)(=O)C.[O-:17][C:18]#[N:19].[K+].[Cl-].[Na+]>O>[NH2:19][C:18]([NH:1][CH:2]([C:6]1[CH:11]=[CH:10][C:9]([OH:12])=[CH:8][CH:7]=1)[C:3]([OH:5])=[O:4])=[O:17] |f:2.3,4.5|. Procedure details: To about 0.15 mole of α-amino-4-hydroxybenzeneacetic acid dissolved in 700 ml of water and 0.2 mole of glacial acetic acid is added about 0.2 mole of potassium cyanate. The resulting mixture is stirred at room temperature for about 30 minutes. The reaction mixture is saturated with sodium chloride and then extracted with ethyl acetate. The ethyl acetate is washed with water, dried over magnesium sulfate, filtered and evaporated to give α-(aminocarbonyl)amino-4-hydroxybenzeneacetic acid The reactants are C(C)OP(=O)(OCC)OCC (Triethylphosphate), [OH-].[Na+] (sodium hydroxide), O.S(=O)(=O)([O-])[O-].[Al+3].S(=O)(=O)([O-])[O-].S(=O)(=O)([O-])[O-].[Al+3] (aluminum sulfate hydrate). The solvent is O (water), O (water). Product: C(C)OP(=O)([O-])[O-].[Al+3].C(C)OP(=O)([O-])[O-].C(C)OP(=O)([O-])[O-].[Al+3] (aluminum ethylphosphate). Isolated yield 260.7%. Reaction SMILES: [CH2:1]([O:3][P:4]([O:9]CC)([O:6]CC)=[O:5])[CH3:2].[OH-].[Na+].O.S([O-])([O-])(=O)=O.[Al+3:20].S([O-])([O-])(=O)=O.S([O-])([O-])(=O)=O.[Al+3]>O>[CH2:1]([O:3][P:4]([O-:9])([O-:6])=[O:5])[CH3:2].[Al+3:20].[CH2:1]([O:3][P:4]([O-:9])([O-:6])=[O:5])[CH3:2].[CH2:1]([O:3][P:4]([O-:9])([O-:6])=[O:5])[CH3:2].[Al+3:20] |f:1.2,3.4.5.6.7.8,10.11.12.13.14|. Procedure: Aluminum ethylphosphate was prepared according to a known procedure: Triethylphosphate (40 g), sodium hydroxide (17.5 g), and water (0.4 L) were refluxed for 2.5 h. A solution of aluminum sulfate hydrate (23.8 g) in water (300 mL) was then slowly added to form a white slurry. After filtration and drying, 36.7 g of aluminum ethylphosphate was obtained as a white solid. Reactants: CN1CC2CNCC2C1, CN(C)C=O, O=C1Nc2cccnc2N(C(=O)Cl)c2ccccc21. Yields the product CN1CC2CN(C(=O)N3c4ccccc4C(=O)Nc4cccnc43)CC2C1. RXN SMILES: [CH3:20][N:21]1[CH2:22][CH:23]2[CH2:24][NH:25][CH2:26][CH:27]2[CH2:28]1.[CH3:29][N:30]([CH3:31])[CH:32]=[O:33].[Cl:1][C:2](=[O:3])[N:4]1[c:5]2[c:6]([cH:16][cH:17][cH:18][n:19]2)[NH:7][C:8](=[O:15])[c:9]2[c:10]1[cH:11][cH:12][cH:13][cH:14]2>>[C:2](=[O:3])([N:4]1[c:5]2[c:6]([cH:16][cH:17][cH:18][n:19]2)[NH:7][C:8](=[O:15])[c:9]2[c:10]1[cH:11][cH:12][cH:13][cH:14]2)[N:25]1[CH2:24][CH:23]2[CH2:22][N:21]([CH3:20])[CH2:28][CH:27]2[CH2:26]1. The reactants are C1(CCCC1)S(=O)(=O)C=1C=C(C=CC1)CCCCOCCCCCCN1C(O[C@@H](C1)C1=CC2=C(OC(OC2)(C)C)C=C1)=O ((5R)-3-(6-{4-[3-(Cyclopentylsulfonyl)phenyl]butoxy}hexyl)-5-(2,2-dimethyl-4H-1,3-benzodioxin-6-yl)-1,3-oxazolidin-2-one), C[Si]([O-])(C)C.[K+] (potassium trimethyl silanolate), buffer solution. Solvent: C1CCOC1 (THF). Product: C1(CCCC1)S(=O)(=O)C=1C=C(C=CC1)CCCCOCCCCCCNC[C@H](O)C1=CC2=C(OC(OC2)(C)C)C=C1 ((1R)-2-[(6-{4-[3-(Cyclopentylsulfonyl)phenyl]butoxy}hexyl)amino]-1-(2,2-dimethyl-4H-1,3-benzodioxin-6-yl)ethanol). As a reaction SMILES: [CH:1]1([S:6]([C:9]2[CH:10]=[C:11]([CH2:15][CH2:16][CH2:17][CH2:18][O:19][CH2:20][CH2:21][CH2:22][CH2:23][CH2:24][CH2:25][N:26]3[CH2:30][C@@H:29]([C:31]4[CH:42]=[CH:41][C:34]5[O:35][C:36]([CH3:40])([CH3:39])[O:37][CH2:38][C:33]=5[CH:32]=4)[O:28]C3=O)[CH:12]=[CH:13][CH:14]=2)(=[O:8])=[O:7])[CH2:5][CH2:4][CH2:3][CH2:2]1.C[Si](C)(C)[O-].[K+]>C1COCC1>[CH:1]1([S:6]([C:9]2[CH:10]=[C:11]([CH2:15][CH2:16][CH2:17][CH2:18][O:19][CH2:20][CH2:21][CH2:22][CH2:23][CH2:24][CH2:25][NH:26][CH2:30][C@@H:29]([C:31]3[CH:42]=[CH:41][C:34]4[O:35][C:36]([CH3:39])([CH3:40])[O:37][CH2:38][C:33]=4[CH:32]=3)[OH:28])[CH:12]=[CH:13][CH:14]=2)(=[O:8])=[O:7])[CH2:2][CH2:3][CH2:4][CH2:5]1 |f:1.2|. Reported procedure: A stirred mixture of (5R)-3-(6-{4-[3-(Cyclopentylsulfonyl)phenyl]butoxy}hexyl)-5-(2,2-dimethyl-4H-1,3-benzodioxin-6-yl)-1,3-oxazolidin-2-one and potassium trimethyl silanolate (240 mg) in THF (6 ml) was heated to reflux for 1.5 h. The mixture was poured into phoshate buffer solution (pH 5) and extracted into DCM. The extracts were washed with water, dried (Na2SO4) and evaporated to give the title compound (120 mg). LCMS RT=2.93 min. Reactants: NC1=C(C=CC(=C1)Cl)NCC1=CC=C(C(=O)OC)C=C1 (Methyl 4-{[(2-amino-4-chlorophenyl)amino]methyl}benzoate), FC(OC1=CC=C(C=C1)N=C=S)(F)F (4-trifluoromethoxyphenyl isothiocyanate), CI (MeI), CCN(C(C)C)C(C)C (DIEA). Solvent: C(Cl)Cl (DCM), CN(C)C=O (DMF). Run at temperature 40 celsius, time 16 hour. The product is ClC1=CC2=C(N(C(=N2)NC2=CC=C(C=C2)OC(F)(F)F)CC2=CC=C(C(=O)OC)C=C2)C=C1 (Methyl 4-[(5-chloro-2-{[4-(trifluoromethoxy)-phenyl]amino}-1H-benzimid-azol-1-yl)methyl]benzoate). Reaction SMILES: [NH2:1][C:2]1[CH:7]=[C:6]([Cl:8])[CH:5]=[CH:4][C:3]=1[NH:9][CH2:10][C:11]1[CH:20]=[CH:19][C:14]([C:15]([O:17][CH3:18])=[O:16])=[CH:13][CH:12]=1.[F:21][C:22]([F:34])([F:33])[O:23][C:24]1[CH:29]=[CH:28][C:27]([N:30]=[C:31]=S)=[CH:26][CH:25]=1.CI.CCN(C(C)C)C(C)C>C(Cl)Cl.CN(C=O)C>[Cl:8][C:6]1[CH:5]=[CH:4][C:3]2[N:9]([CH2:10][C:11]3[CH:20]=[CH:19][C:14]([C:15]([O:17][CH3:18])=[O:16])=[CH:13][CH:12]=3)[C:31]([NH:30][C:27]3[CH:28]=[CH:29][C:24]([O:23][C:22]([F:21])([F:33])[F:34])=[CH:25][CH:26]=3)=[N:1][C:2]=2[CH:7]=1. Procedure details: The title compound of Example 12, Step B (0.5 mmol, 145 mg) and 4-trifluoromethoxyphenyl isothiocyanate (0.5 mmol, 81 μL) were heated in DCM (1 mL) for 1 h, then allowed to stand at ambient temperature for 16 h. MeI (1.0 mmol, 62 μL), DIEA (1.0 mmol, 174 μL) and DMF (0.5 mL) were added and the solution was heated at 40° C. for 2 h. The reaction mixture was partitioned between EtOAc/brine and the organic phase was dried with Na2SO4 and concentrated in vacuo. Flash chromatography on silica eluting... The reactants are Cc1ccccc1, O, CCOC(=O)C1(O)CCC(C)c2ccccc21, Cc1ccc(S(=O)(=O)O)cc1. The product is CCOC(=O)C1=CCC(C)c2ccccc21. RXN SMILES: [CH3:30][c:31]1[cH:32][cH:33][cH:34][cH:35][cH:36]1.[OH2:29].[OH:1][C:2]1([C:13](=[O:14])[O:15][CH2:16][CH3:17])[CH2:3][CH2:4][CH:5]([CH3:12])[c:6]2[cH:7][cH:8][cH:9][cH:10][c:11]21.[c:18]1([CH3:19])[cH:20][cH:21][c:22]([S:23]([OH:24])(=[O:25])=[O:26])[cH:27][cH:28]1>>[C:2]1([C:13](=[O:14])[O:15][CH2:16][CH3:17])=[CH:3][CH2:4][CH:5]([CH3:12])[c:6]2[cH:7][cH:8][cH:9][cH:10][c:11]21. Reactants: C(=O)C1=CC=C(C=C1)COC1=CC=C(C#N)C=C1 (4-(4-formylphenylmethoxy)-benzonitrile), CC1=CC=NC=C1 (4-methylpyridine), C(C)(=O)OC(C)=O (acetic acid anhydride), O (water). Run in ClCCl (dichloromethane). Product: N1=CC=C(C=C1)C=CC1=CC=C(C=C1)COC1=CC=C(C#N)C=C1 (4-{4- [2-(4-Pyridinyl)-ethenyl]-phenylmethoxy}-benzonitrile). Yield: 48.8%. As a reaction SMILES: [CH:1]([C:3]1[CH:8]=[CH:7][C:6]([CH2:9][O:10][C:11]2[CH:18]=[CH:17][C:14]([C:15]#[N:16])=[CH:13][CH:12]=2)=[CH:5][CH:4]=1)=O.[CH3:19][C:20]1[CH:25]=[CH:24][N:23]=[CH:22][CH:21]=1.C(OC(=O)C)(=O)C.O>ClCCl>[N:23]1[CH:24]=[CH:25][C:20]([CH:19]=[CH:1][C:3]2[CH:8]=[CH:7][C:6]([CH2:9][O:10][C:11]3[CH:18]=[CH:17][C:14]([C:15]#[N:16])=[CH:13][CH:12]=3)=[CH:5][CH:4]=2)=[CH:21][CH:22]=1. Reported procedure: A solution of 9.8 g (40 mmol) 4-(4-formylphenylmethoxy)-benzonitrile, 4 ml (40 mmol) 4-methylpyridine and 4 ml acetic acid anhydride is heated to 120° C. for 18 h. One mixes with water, extracts with dichloromethane, dries the extract, evaporates and triturates with ether. One isolates 6.1 g of title compound (49% of theory) of the m.p. 149°-150° C.